This data is from the Open Reaction Database (ORD), a public repository of structured organic reaction records. The task is: describe an organic reaction: reactants, conditions, products, and yield Reactants: BrC1=CC(=C2C(C(NC2=C1)=O)=O)F (6-bromo-4-fluoroindoline-2,3-dione), OO (H2O2). The solvent is [OH-].[Na+] (NaOH). Conditions: time 2 hour. Yields the product NC1=C(C(=O)O)C(=CC(=C1)Br)F (2-amino-4-bromo-6-fluorobenzoic acid). As a reaction SMILES: [Br:1][C:2]1[CH:10]=[C:9]2[C:5]([C:6](=[O:12])C(=O)[NH:8]2)=[C:4]([F:13])[CH:3]=1.[OH:14]O>[OH-].[Na+]>[NH2:8][C:9]1[CH:10]=[C:2]([Br:1])[CH:3]=[C:4]([F:13])[C:5]=1[C:6]([OH:12])=[O:14] |f:2.3|. Reported procedure: To a solution of 6-bromo-4-fluoroindoline-2,3-dione (7.4 g, 31.8 mmol) in 1 M NaOH (100 mL) was added 38% H2O2 (13 mL) dropwise. The resulting solution was stirred at rt for 2 h. The mixture was filtered and the filtrate was acidified using hydrochloric acid (2 N) till pH became around 2. The precipitate was formed and filtered, washed with water, dried under vacuum to give 2.8 g of the desired product. MS (ESI): 232, 234 (MH−). Starting materials: C(C)(C)(C)OC(=O)N1CC(C1)CC=1C=C2N3C(C(NN=C3COC2=CC1C(F)(F)F)=O)C (3-(4-methyl-3-oxo-7-trifluoromethyl-2,3,4,10-tetrahydro-9-oxa-1,2,4a-triaza-phenanthren-6-ylmethyl)-azetidine-1-carboxylic acid tert-butyl ester), C(=O)(C(F)(F)F)O (TFA). Solvent: C(Cl)Cl (DCM). The product is FC(C(=O)O)(F)F.N1CC(C1)CC=1C=C2N3C(C(NN=C3COC2=CC1C(F)(F)F)=O)C (6-azetidin-3-ylmethyl-4-methyl-7-trifluoromethyl-2,10-dihydro-9-oxa-1,2,4a-triaza-phenanthren-3-one trifluoroacetic acid). The yield is 100.0%. RXN SMILES: C(OC([N:8]1[CH2:11][CH:10]([CH2:12][C:13]2[CH:14]=[C:15]3[C:24](=[CH:25][C:26]=2[C:27]([F:30])([F:29])[F:28])[O:23][CH2:22][C:21]2[N:16]3[CH:17]([CH3:32])[C:18](=[O:31])[NH:19][N:20]=2)[CH2:9]1)=O)(C)(C)C.[C:33]([OH:39])([C:35]([F:38])([F:37])[F:36])=[O:34]>C(Cl)Cl>[F:36][C:35]([F:38])([F:37])[C:33]([OH:39])=[O:34].[NH:8]1[CH2:11][CH:10]([CH2:12][C:13]2[CH:14]=[C:15]3[C:24](=[CH:25][C:26]=2[C:27]([F:30])([F:28])[F:29])[O:23][CH2:22][C:21]2[N:16]3[CH:17]([CH3:32])[C:18](=[O:31])[NH:19][N:20]=2)[CH2:9]1 |f:3.4|. Procedure details: A solution of 3-(4-methyl-3-oxo-7-trifluoromethyl-2,3,4,10-tetrahydro-9-oxa-1,2,4a-triaza-phenanthren-6-ylmethyl)-azetidine-1-carboxylic acid tert-butyl ester (0.019 g, 0.042 mmol) in TFA (0.5 mL) and DCM (3 mL) was stirred at 25° C. for 2 h. The solvent was removed in vacuo to give 6-azetidin-3-ylmethyl-4-methyl-7-trifluoromethyl-2,10-dihydro-9-oxa-1,2,4a-triaza-phenanthren-3-one trifluoroacetic acid (0.002 g, 100%). LC/MS (Table 1, Method 5) Rt=2.023 min; MS m/z: 355 [M+H]+. Reactants: C1COCCO1, O=C(Nc1ccc(-c2cnc3cc(Cl)ccn23)cc1)Nc1cccc(C(F)(F)F)c1, [K+], [K+], [K+], CC(=O)[O-], CC(=O)[O-], O, O=P([O-])([O-])[O-], [Pd+2], OB(O)c1ccncc1. Product: O=C(Nc1ccc(-c2cnc3cc(-c4ccncc4)ccn23)cc1)Nc1cccc(C(F)(F)F)c1. As a reaction SMILES: [CH2:57]1[O:58][CH2:59][CH2:60][O:61][CH2:62]1.[Cl:1][c:2]1[cH:3][c:4]2[n:5]([cH:6][cH:7]1)[c:8](-[c:11]1[cH:12][cH:13][c:14]([NH:17][C:18](=[O:19])[NH:20][c:21]3[cH:22][c:23]([C:27]([F:28])([F:29])[F:30])[cH:24][cH:25][cH:26]3)[cH:15][cH:16]1)[cH:9][n:10]2.[K+:45].[K+:46].[K+:47].[O-:49][C:50]([CH3:51])=[O:52].[O-:53][C:54]([CH3:55])=[O:56].[OH2:63].[P:40]([O-:41])([O-:42])([O-:43])=[O:44].[Pd+2:48].[n:31]1[cH:32][cH:33][c:34]([B:37]([OH:38])[OH:39])[cH:35][cH:36]1>>[c:2]1(-[c:34]2[cH:33][cH:32][n:31][cH:36][cH:35]2)[cH:3][c:4]2[n:5]([cH:6][cH:7]1)[c:8](-[c:11]1[cH:12][cH:13][c:14]([NH:17][C:18](=[O:19])[NH:20][c:21]3[cH:22][c:23]([C:27]([F:28])([F:29])[F:30])[cH:24][cH:25][cH:26]3)[cH:15][cH:16]1)[cH:9][n:10]2. Starting materials: CCOC(=O)CBr, CN(C)C=O, [H-], [Na+], O, O=c1[nH]nc2ccc(OCCCN3CCC(OC(c4ccccc4)c4ccccc4)CC3)nn12. Yields the product CCOC(=O)Cn1nc2ccc(OCCCN3CCC(OC(c4ccccc4)c4ccccc4)CC3)nn2c1=O. As a reaction SMILES: [Br:37][CH2:38][C:39](=[O:40])[O:41][CH2:42][CH3:43].[CH3:45][N:46]([CH3:47])[CH:48]=[O:49].[H-:35].[Na+:36].[OH2:44].[c:1]1([CH:7]([O:8][CH:9]2[CH2:10][CH2:11][N:12]([CH2:15][CH2:16][CH2:17][O:18][c:19]3[cH:20][cH:21][c:22]4[n:23]([n:24]3)[c:25](=[O:28])[nH:26][n:27]4)[CH2:13][CH2:14]2)[c:29]2[cH:30][cH:31][cH:32][cH:33][cH:34]2)[cH:2][cH:3][cH:4][cH:5][cH:6]1>>[c:1]1([CH:7]([O:8][CH:9]2[CH2:10][CH2:11][N:12]([CH2:15][CH2:16][CH2:17][O:18][c:19]3[cH:20][cH:21][c:22]4[n:23]([n:24]3)[c:25](=[O:28])[n:26]([CH2:38][C:39](=[O:40])[O:41][CH2:42][CH3:43])[n:27]4)[CH2:13][CH2:14]2)[c:29]2[cH:30][cH:31][cH:32][cH:33][cH:34]2)[cH:2][cH:3][cH:4][cH:5][cH:6]1. The reactants are CO, Cl, COc1ccc(O)cc1CCc1ccc2ncnc(OC)c2c1. Product: COc1ccc(O)cc1CCc1ccc2nc[nH]c(=O)c2c1. As a reaction SMILES: [CH3:25][OH:26].[ClH:24].[OH:1][c:2]1[cH:3][cH:4][c:5]([O:22][CH3:23])[c:6]([CH2:8][CH2:9][c:10]2[cH:11][c:12]3[c:13]([O:20][CH3:21])[n:14][cH:15][n:16][c:17]3[cH:18][cH:19]2)[cH:7]1>>[OH:1][c:2]1[cH:3][cH:4][c:5]([O:22][CH3:23])[c:6]([CH2:8][CH2:9][c:10]2[cH:11][c:12]3[c:13](=[O:20])[nH:14][cH:15][n:16][c:17]3[cH:18][cH:19]2)[cH:7]1. The reactants are CCOC(C)=O, N#Cc1ncc(-n2c3ccccc3c3c(-c4cnc5ccccc5c4)cccc32)cc1NCCF, O. Product: NC(=O)c1ncc(-n2c3ccccc3c3c(-c4cnc5ccccc5c4)cccc32)cc1NCCF. Reaction SMILES: [CH3:37][CH2:38][O:39][C:40](=[O:41])[CH3:42].[F:2][CH2:3][CH2:4][NH:5][c:6]1[c:7]([C:35]#[N:36])[n:8][cH:9][c:10](-[n:12]2[c:13]3[cH:14][cH:15][cH:16][cH:17][c:18]3[c:19]3[c:20](-[c:25]4[cH:26][n:27][c:28]5[cH:29][cH:30][cH:31][cH:32][c:33]5[cH:34]4)[cH:21][cH:22][cH:23][c:24]23)[cH:11]1.[OH2:1]>>[O:1]=[C:35]([c:7]1[c:6]([NH:5][CH2:4][CH2:3][F:2])[cH:11][c:10](-[n:12]2[c:13]3[cH:14][cH:15][cH:16][cH:17][c:18]3[c:19]3[c:20](-[c:25]4[cH:26][n:27][c:28]5[cH:29][cH:30][cH:31][cH:32][c:33]5[cH:34]4)[cH:21][cH:22][cH:23][c:24]23)[cH:9][n:8]1)[NH2:36].